Dataset: the Open Reaction Database (ORD), a public repository of structured organic reaction records. Task: describe an organic reaction: reactants, conditions, products, and yield Starting materials: C1CCC2=NC=3C=CC=CC3C=C21 (2,3-dihydro-1H-cyclopenta[b]quinoline), [H][H] (hydrogen). Reagents/catalysts: O=[Pt]=O (PtO2). Run in CO (methanol). Product: C1CC[C@H]2NC=3C=CC=CC3C[C@@H]21 (Trans 2,3,3a,4,9,9a-Hexahydro-1H-cyclopenta[b]quinoline), title compounds. Isolated yield 75.0%. Reaction SMILES: [CH2:1]1[C:13]2[C:4](=[N:5][C:6]3[CH:7]=[CH:8][CH:9]=[CH:10][C:11]=3[CH:12]=2)[CH2:3][CH2:2]1.[H][H]>CO.O=[Pt]=O>[CH2:1]1[C@@H:13]2[C@H:4]([NH:5][C:6]3[CH:7]=[CH:8][CH:9]=[CH:10][C:11]=3[CH2:12]2)[CH2:3][CH2:2]1. Procedure details: The title compound was prepared by catalytic hydrogenation of 2,3-dihydro-1H-cyclopenta[b]quinoline (0.5 g, 2.43 mmol) in the presence of PtO2 and hydrogen (45 psi) in methanol (50 ml) to give the cis and trans isomers. Separation by flash chromatography (10–30% ethyl acetate/petroleum ether) gave the title compounds as light yellow solids (75%). Conditions: time 2 day. RXN SMILES: [CH3:1][C:2]1[CH:7]=[C:6]([OH:8])[CH:5]=[CH:4][C:3]=1[C:9]([CH3:11])=[O:10].C(=O)([O-])[O-].[K+].[K+].Br[CH2:19][C:20]([O:22][CH3:23])=[O:21]>CC(C)=O>[C:9]([C:3]1[CH:4]=[CH:5][C:6]([O:8][CH2:19][C:20]([O:22][CH3:23])=[O:21])=[CH:7][C:2]=1[CH3:1])(=[O:10])[CH3:11] |f:1.2.3|. Solvent: CC(=O)C (acetone). The product is C(C)(=O)C1=C(C=C(OCC(=O)OC)C=C1)C (methyl 4-acetyl-3-methylphenoxyacetate). The reactants are CC1=C(C=CC(=C1)O)C(=O)C (4-hydroxy-2-methylacetophenone), C([O-])([O-])=O.[K+].[K+] (potassium carbonate), BrCC(=O)OC (methyl bromoacetate). Procedure: A mixture of 4-hydroxy-2-methylacetophenone (4.8 g), anhydrous potassium carbonate (5.3 g) and methyl bromoacetate (3.55 ml) in anhydrous acetone (100 ml) was stirred for 2 days. The mixture, after filtration and evaporation of the solvent, gave methyl 4-acetyl-3-methylphenoxyacetate, 6.6 g, as a crystalline solid: m.p. 49°-50° C.; NMR (d6DMSO) δ 7.84 (1H, d), 6.83 (2H, m), 4.87 (2H, s), 3.71 (3H, s), 2.50 (3H, s), 2.45 (3H, s). Reactants: CC#CC(=O)O, Cl, Cl, Cl, NC1CCC(CCN2CCN(c3nccc4c3CCO4)CC2)CC1. Product: CC#CC(=O)NC1CCC(CCN2CCN(c3nccc4c3CCO4)CC2)CC1. As a reaction SMILES: [C:28]([C:29]#[C:30][CH3:31])(=[O:32])[OH:33].[ClH:1].[ClH:2].[ClH:3].[O:4]1[CH2:5][CH2:6][c:7]2[c:8]([N:13]3[CH2:14][CH2:15][N:16]([CH2:19][CH2:20][CH:21]4[CH2:22][CH2:23][CH:24]([NH2:27])[CH2:25][CH2:26]4)[CH2:17][CH2:18]3)[n:9][cH:10][cH:11][c:12]21>>[O:4]1[CH2:5][CH2:6][c:7]2[c:8]([N:13]3[CH2:14][CH2:15][N:16]([CH2:19][CH2:20][CH:21]4[CH2:22][CH2:23][CH:24]([NH:27][C:28]([C:29]#[C:30][CH3:31])=[O:32])[CH2:25][CH2:26]4)[CH2:17][CH2:18]3)[n:9][cH:10][cH:11][c:12]21. Reactants: C(#N)C=1C(=NC(=CC1C1=CC=C(C=C1)NC(=O)NC1=C(C=CC=C1)F)C1CC1)OS(=O)(=O)C(F)(F)F (trifluoromethanesulphonic acid 3-cyano-6-cyclopropyl-4-{4-[3-(2-fluoro-phenyl)-ureido]-phenyl}-pyridin-2-yl ester), O.NN (hydrazine hydrate). Run in C(CC)O (1-propanol). Yields the product NC1=NNC2=NC(=CC(=C21)C2=CC=C(C=C2)NC(=O)NC2=C(C=CC=C2)F)C2CC2 (1-[4-(3-amino-6-cyclopropyl-1H-pyrazolo[3,4-b]pyridin-4-yl)-phenyl]-3-(2-fluoro-phenyl)-urea). The yield is 26.0%. As a reaction SMILES: [C:1]([C:3]1[C:4](OS(C(F)(F)F)(=O)=O)=[N:5][C:6]([CH:26]2[CH2:28][CH2:27]2)=[CH:7][C:8]=1[C:9]1[CH:14]=[CH:13][C:12]([NH:15][C:16]([NH:18][C:19]2[CH:24]=[CH:23][CH:22]=[CH:21][C:20]=2[F:25])=O)=[CH:11][CH:10]=1)#[N:2].[OH2:37].[NH2:38][NH2:39]>C(O)CC>[NH2:2][C:1]1[C:3]2[C:4](=[N:5][C:6]([CH:26]3[CH2:28][CH2:27]3)=[CH:7][C:8]=2[C:9]2[CH:10]=[CH:11][C:12]([NH:15][C:16]([NH:18][C:19]3[CH:24]=[CH:23][CH:22]=[CH:21][C:20]=3[F:25])=[O:37])=[CH:13][CH:14]=2)[NH:39][N:38]=1 |f:1.2|. Procedure: In analogy to the GP 5, reaction of 175 mg trifluoromethanesulphonic acid 3-cyano-6-cyclopropyl-4-{4-[3-(2-fluoro-phenyl)-ureido]-phenyl}-pyridin-2-yl ester (0.336 mmol) with 62 μl 80% hydrazine hydrate in 1-propanol yielded 35 mg product (0.087 mmol, 26% yield). Isolated yield 91.0%. Reactants: CCC(CO)(CO)COCC(CC)(CO)CO (di(trimethylolpropane)), C(C)OC(C=C)OCC (acrolein diethyl acetal), C1(=CC=CC=C1)C (toluene). Product: C(C)C1(COC(OC1)C=C)COCC1(COC(OC1)C=C)CC (di[(5-ethyl-2-vinyl-[1,3]dioxan-5-yl)methyl]ether). The reagents and catalysts are CC(C)([O-])C.[K+] (potassium tert-butoxide), C1(=CC=C(C=C1)S(=O)(=O)[O-])C.[NH+]1=CC=CC=C1 (pyridinium p-toluenesulfonate). RXN SMILES: [CH3:1][CH2:2][C:3]([CH2:8][O:9][CH2:10][C:11]([CH2:16][OH:17])([CH2:14][OH:15])[CH2:12][CH3:13])([CH2:6][OH:7])[CH2:4][OH:5].C(O[CH:21](OCC)[CH:22]=[CH2:23])C.[C:27]1(C)[CH:32]=CC=C[CH:28]=1>C1(C)C=CC(S([O-])(=O)=O)=CC=1.[NH+]1C=CC=CC=1.CC(C)([O-])C.[K+]>[CH2:2]([C:3]1([CH2:8][O:9][CH2:10][C:11]2([CH2:12][CH3:13])[CH2:14][O:15][CH:21]([CH:22]=[CH2:23])[O:17][CH2:16]2)[CH2:4][O:5][CH:32]([CH:27]=[CH2:28])[O:7][CH2:6]1)[CH3:1] |f:3.4,5.6|. Procedure details: To 300 mL toluene in an 500 mL flask with condenser under a nitrogen atmosphere were added 30 g (120 mmol) di(trimethylolpropane), 4, 45.6 mL (38.9 g, 300 mmol) acrolein diethyl acetal, and 1.5 g (6 mmol) pyridinium p-toluenesulfonate. The mixture was refluxed for 4 hours, then cooled to room temperature, and 0.67 g (6 mmol) potassium tert-butoxide added. The toluene was removed by evaporation under reduced pressure, and the residue distilled in a Kugelrohr apparatus (pressure 1-3 mbar, pot temp... Starting materials: CC(C(=O)O[C@H]1[C@@H](OC([C@H](COC([C@@H]1CC1=CC=CC=C1)=O)NC(=O)C1=NC=CC(=C1OCC1=CC=CC=C1)OC)=O)C)C ((3S,6S,7R,8R)-8-benzyl-3-({[3-(benzyloxy)-4-methoxypyridin-2-yl]carbonyl}amino)-6-methyl-4,9-dioxo-1,5-dioxonan-7-yl 2-methylpropanoate), C1=CC=C(C=C1)P(CCCCP(C2=CC=CC=C2)C3=CC=CC=C3)C4=CC=CC=C4 (dppb), ethyl methallylcarbonate. The reagents and catalysts are C=1C=CC(=CC1)/C=C/C(=O)/C=C/C2=CC=CC=C2.C=1C=CC(=CC1)/C=C/C(=O)/C=C/C2=CC=CC=C2.C=1C=CC(=CC1)/C=C/C(=O)/C=C/C2=CC=CC=C2.[Pd].[Pd] (Pd2dba3). The solvent is CCCCCC.CC(=O)C (hexane acetone). Product: C(C=C)O[C@@H]1[C@H](C(OC[C@@H](C(O[C@H]1C)=O)NC(=O)C1=NC=CC(=C1OCC1=CC=CC=C1)OC)=O)CC1=CC=CC=C1 (N-{(3S,7R,8R,9S)-8-(allyloxy)-7-benzyl-9-methyl-2,6-dioxo-1,5-dioxonan-3-yl}-3-(benzyloxy)-4-methoxypyridine-2-carboxamide). Yield: 69.0%. As a reaction SMILES: [CH3:1][CH:2](C)[C:3]([O:5][C@@H:6]1[C@@H:14]([CH2:15][C:16]2[CH:21]=[CH:20][CH:19]=[CH:18][CH:17]=2)[C:13](=[O:22])[O:12][CH2:11][C@H:10]([NH:23][C:24]([C:26]2[C:31]([O:32][CH2:33][C:34]3[CH:39]=[CH:38][CH:37]=[CH:36][CH:35]=3)=[C:30]([O:40][CH3:41])[CH:29]=[CH:28][N:27]=2)=[O:25])[C:9](=[O:42])[O:8][C@H:7]1[CH3:43])=O.C1C=CC(P(C2C=CC=CC=2)CCCCP(C2C=CC=CC=2)C2C=CC=CC=2)=CC=1>C1C=CC(/C=C/C(/C=C/C2C=CC=CC=2)=O)=CC=1.C1C=CC(/C=C/C(/C=C/C2C=CC=CC=2)=O)=CC=1.C1C=CC(/C=C/C(/C=C/C2C=CC=CC=2)=O)=CC=1.[Pd].[Pd].CCCCCC.CC(C)=O>[CH2:3]([O:5][C@H:6]1[C@H:7]([CH3:43])[O:8][C:9](=[O:42])[C@@H:10]([NH:23][C:24]([C:26]2[C:31]([O:32][CH2:33][C:34]3[CH:35]=[CH:36][CH:37]=[CH:38][CH:39]=3)=[C:30]([O:40][CH3:41])[CH:29]=[CH:28][N:27]=2)=[O:25])[CH2:11][O:12][C:13](=[O:22])[C@@H:14]1[CH2:15][C:16]1[CH:17]=[CH:18][CH:19]=[CH:20][CH:21]=1)[CH:2]=[CH2:1] |f:2.3.4.5.6,7.8|. Procedure: Compound 7 was prepared in 69% yield using Compound 2 (65.2 g, 122.1 mmol) with dppb (5.20 g, 12.21 mmol), Pd2dba3 (2.79 g, 3.05 mmol) and ethyl methallylcarbonate (20.63 g, 158.73 mmol). Crude product upon chromatography on silica gel eluting with a mixture of hexane-acetone (1:1) afforded a white foam: m.p.=55-57° C., MS: (M+1)+=585, (M−1)+=583. Spectral data were consistent with the assigned structure. Reactants: S(=O)(Br)Br (thionyl bromide), O1C(=NC2=C1C=CC=C2)C2=CC=C(CO)C=C2 (4-(benzoxazol-2-yl)benzyl alcohol), N1=C(C=CC=C1C)C (2,6-lutidine). Solvent: C(Cl)Cl (CH2Cl2), C(Cl)Cl (CH2Cl2). The product is O1C(=NC2=C1C=CC=C2)C2=CC=C(CBr)C=C2 (4-(benzoxazol-2-yl)benzyl bromide). As a reaction SMILES: [O:1]1[C:5]2[CH:6]=[CH:7][CH:8]=[CH:9][C:4]=2[N:3]=[C:2]1[C:10]1[CH:17]=[CH:16][C:13]([CH2:14]O)=[CH:12][CH:11]=1.S(Br)([Br:20])=O.N1C(C)=CC=CC=1C>C(Cl)Cl>[O:1]1[C:5]2[CH:6]=[CH:7][CH:8]=[CH:9][C:4]=2[N:3]=[C:2]1[C:10]1[CH:17]=[CH:16][C:13]([CH2:14][Br:20])=[CH:12][CH:11]=1. Reported procedure: To 4-(benzoxazol-2-yl)benzyl alcohol (20.9 g; 100 mmol) dissolved in CH2Cl2 (330 ml) and cooled to 0°-5° C. is added thionyl bromide (9.2 ml; 120 mmol) and allowed to warm to room temperature after removing the bath. After 11/2 hours, 2,6-lutidine (11.6 ml; 100 mmol) is added to the mixture and warmed to 30° C. The reaction mixture is then diluted with CH2Cl2, washed with H2O 1×, 0.2M HCl 1×, NaHCO3 2×, brine, dried (MgSO4) and concentrated to dryness. The residue is recrystallized from EtOAc to... Starting materials: C(C)NCCCC(O)C1=CC=C(C=C1)NS(=O)(=O)C (N-(4-(4-(ethylamino)-1-hydroxybutyl)phenyl)methanesulfonamide), C([O-])(O)=O.[Na+] (sodium bicarbonate), BrCCCC1CC1 (1-bromo-3-cyclopropylpropane). Run in C(C)#N (acetonitrile). The product is C(C)N(CCCC(O)C1=CC=C(C=C1)NS(=O)(=O)C)CCCC1CC1 (N-(4-(4-(Ethyl(3-cyclopropylpropyl)amino)1-hydroxybutyl)phenyl)methanesulfonamide). Reaction SMILES: [CH2:1]([NH:3][CH2:4][CH2:5][CH2:6][CH:7]([C:9]1[CH:14]=[CH:13][C:12]([NH:15][S:16]([CH3:19])(=[O:18])=[O:17])=[CH:11][CH:10]=1)[OH:8])[CH3:2].C(=O)(O)[O-].[Na+].Br[CH2:26][CH2:27][CH2:28][CH:29]1[CH2:31][CH2:30]1>C(#N)C>[CH2:1]([N:3]([CH2:26][CH2:27][CH2:28][CH:29]1[CH2:31][CH2:30]1)[CH2:4][CH2:5][CH2:6][CH:7]([C:9]1[CH:10]=[CH:11][C:12]([NH:15][S:16]([CH3:19])(=[O:17])=[O:18])=[CH:13][CH:14]=1)[OH:8])[CH3:2] |f:1.2|. Procedure: According to Procedure B (Example 17, Step IV), a stirred mixture of N-[4-[4-(ethylamino)-1-hydroxybutyl]phenyl]methanesulfonamide (Example 7, Step II) and sodium bicarbonate in acetonitrile was allowed to react will 1-bromo-3-cyclopropylpropane (Step IV) to give the titled product, a compound of Formula I'. The high resolution FAB mass spectrum had (M+H)+ at m/z 369. Theory for C19H33N2O3S: 369.2212; measured: 369.2207. Starting materials: C(C)B(C=1C=NC=CC1)CC (Diethyl 3-pyridylborane), [OH-].[K+] (potassium hydroxide), [Br-] (bromide), COC(C1=CC=C(C=C1)Br)OC (4-bromobenzaldehyde dimethyl acetal), aldehyde. Reagents/catalysts: C=1C=CC(=CC1)[P](C=2C=CC=CC2)(C=3C=CC=CC3)[Pd]([P](C=4C=CC=CC4)(C=5C=CC=CC5)C=6C=CC=CC6)([P](C=7C=CC=CC7)(C=8C=CC=CC8)C=9C=CC=CC9)[P](C=1C=CC=CC1)(C=1C=CC=CC1)C=1C=CC=CC1 (tetrakis(triphenylphosphine)palladium). The solvent is O1CCCC1 (tetrahydrofuran). The product is COC(C1=CC=C(C=C1)C=1C=NC=CC1)OC (4-(3-pyridyl)benzaldehyde dimethyl acetal). Isolated yield 73.0%. Reaction SMILES: C(B(CC)[C:4]1[CH:5]=[N:6][CH:7]=[CH:8][CH:9]=1)C.[OH-].[K+].[Br-].[CH3:15][O:16][CH:17]([O:25][CH3:26])[C:18]1[CH:23]=[CH:22][C:21](Br)=[CH:20][CH:19]=1>O1CCCC1.C1C=CC([P]([Pd]([P](C2C=CC=CC=2)(C2C=CC=CC=2)C2C=CC=CC=2)([P](C2C=CC=CC=2)(C2C=CC=CC=2)C2C=CC=CC=2)[P](C2C=CC=CC=2)(C2C=CC=CC=2)C2C=CC=CC=2)(C2C=CC=CC=2)C2C=CC=CC=2)=CC=1>[CH3:26][O:25][CH:17]([O:16][CH3:15])[C:18]1[CH:19]=[CH:20][C:21]([C:4]2[CH:5]=[N:6][CH:7]=[CH:8][CH:9]=2)=[CH:22][CH:23]=1 |f:1.2,^1:35,37,56,75|. Procedure: The starting aldehyde was obtained as follows: Diethyl 3-pyridylborane (1.51 g), powdered potassium hydroxide (1.71 g) and teteramethylammonium bromide (330 mg) were added to a solution of tetrakistriphenylphosphine palladium [0] (528 mg) and 4-bromobenzaldehyde dimethyl acetal (3.55 g) in anhydrous tetrahydrofuran (60 ml). The mixture was heated at reflux for 2 hours, the THF evaporated and the residue dissolved in ether (200 ml). The ether solution was washed with saturated brine (2×100 ml), d...